Dataset: the Open Reaction Database (ORD), a public repository of structured organic reaction records. Task: describe an organic reaction: reactants, conditions, products, and yield As a reaction SMILES: [CH3:23][N:24]1[CH2:25][CH2:26][CH:27]([CH2:30][NH2:31])[CH2:28][CH2:29]1.[CH3:32][C:33]([CH3:34])([O-:35])[CH3:36].[CH3:94][c:95]1[cH:96][cH:97][cH:98][cH:99][cH:100]1.[Cl:1][c:2]1[c:3]([CH3:22])[cH:4][c:5]2[n:6]([n:7]1)[c:8](-[c:11]1[cH:12][c:13]([O:17][C:18]([F:19])([F:20])[F:21])[cH:14][cH:15][cH:16]1)[cH:9][n:10]2.[Na+:37].[O:40]=[C:41]([CH:42]=[CH:43][c:44]1[cH:45][cH:46][cH:47][cH:48][cH:49]1)[CH:50]=[CH:51][c:52]1[cH:53][cH:54][cH:55][cH:56][cH:57]1.[O:58]=[C:59]([CH:60]=[CH:61][c:62]1[cH:63][cH:64][cH:65][cH:66][cH:67]1)[CH:68]=[CH:69][c:70]1[cH:71][cH:72][cH:73][cH:74][cH:75]1.[O:76]=[C:77]([CH:78]=[CH:79][c:80]1[cH:81][cH:82][cH:83][cH:84][cH:85]1)[CH:86]=[CH:87][c:88]1[cH:89][cH:90][cH:91][cH:92][cH:93]1.[Pd:38].[Pd:39]>>[c:2]1([NH:31][CH2:30][CH:27]2[CH2:26][CH2:25][N:24]([CH3:23])[CH2:29][CH2:28]2)[c:3]([CH3:22])[cH:4][c:5]2[n:6]([n:7]1)[c:8](-[c:11]1[cH:12][c:13]([O:17][C:18]([F:19])([F:20])[F:21])[cH:14][cH:15][cH:16]1)[cH:9][n:10]2. Product: Cc1cc2ncc(-c3cccc(OC(F)(F)F)c3)n2nc1NCC1CCN(C)CC1. Reactants: CN1CCC(CN)CC1, CC(C)(C)[O-], Cc1ccccc1, Cc1cc2ncc(-c3cccc(OC(F)(F)F)c3)n2nc1Cl, [Na+], O=C(C=Cc1ccccc1)C=Cc1ccccc1, O=C(C=Cc1ccccc1)C=Cc1ccccc1, O=C(C=Cc1ccccc1)C=Cc1ccccc1, [Pd], [Pd]. The reactants are COC(CC1=C(CC2=CC=C(C=C12)O)C)=O (2-methyl-5-hydroxy-1H-indene-3-acetic acid methyl ester), ClCC1=NC2=CC=CC=C2C=C1 (2-(Chloromethyl)quinoline), C([O-])([O-])=O.[K+].[K+] (potassium carbonate), C1COCCOCCOCCOCCOCCO1 (18-crown-6). Run in C(C)#N (acetonitrile). Run at time 15 minute. Yields the product COC(CC1=C(CC2=CC=C(C=C12)OCC1=NC2=CC=CC=C2C=C1)C)=O (2-Methyl-5-(2-quinolinylmethoxy)-1H-indene-3-acetic acid methyl ester). The yield is 79.3%. RXN SMILES: [CH3:1][O:2][C:3](=[O:16])[CH2:4][C:5]1[C:13]2[C:8](=[CH:9][CH:10]=[C:11]([OH:14])[CH:12]=2)[CH2:7][C:6]=1[CH3:15].C(=O)([O-])[O-].[K+].[K+].C1OCCOCCOCCOCCOCCOC1.Cl[CH2:42][C:43]1[CH:52]=[CH:51][C:50]2[C:45](=[CH:46][CH:47]=[CH:48][CH:49]=2)[N:44]=1>C(#N)C>[CH3:1][O:2][C:3](=[O:16])[CH2:4][C:5]1[C:13]2[C:8](=[CH:9][CH:10]=[C:11]([O:14][CH2:42][C:43]3[CH:52]=[CH:51][C:50]4[C:45](=[CH:46][CH:47]=[CH:48][CH:49]=4)[N:44]=3)[CH:12]=2)[CH2:7][C:6]=1[CH3:15] |f:1.2.3|. Reported procedure: A mixture of 2-methyl-5-hydroxy-1H-indene-3-acetic acid methyl ester (1.8 g, 8.25 mmol), powdered anhydrous potassium carbonate (1.13 g, 8.25 mmol) and 18-crown-6 (0.219 g) in acetonitrile (21 mL) is stirred at room temperature for 15 minutes. 2-(Chloromethyl)quinoline (1.6 g, 9.08 mmol) is then added and the mixture is stirred for 15 hours at 65° C. After the solvent is removed, the residue is partitioned between water and ethyl acetate. The organic phase is dried over MgSO4 and evaporated. The... Starting materials: COC(C[C@@H]1CC[C@H](CC1)C1=CC=C(C=C1)N)=O (trans-[4-(4-aminophenyl)cyclohexyl]acetic acid methyl ester), CCN=C=NCCCN(C)C (EDCI), C1(=CC=CC=C1)N1N=C(C(=C1)C(=O)NCCC(=O)O)C(F)(F)F (3-[(1-phenyl-3-trifluoromethyl-1H-pyrazole-4-carbonyl)amino]propionic acid), C=1C=CC2=C(C1)N=NN2O (HOBt), C(C)N(C(C)C)C(C)C (ethyldiisopropylamine). The solvent is C(=O)(O)[O-].[Na+] (NaHCO3), ClCCl (dichloromethane). Conditions: time 24 hour. Yields the product COC(C[C@@H]1CC[C@H](CC1)C1=CC=C(C=C1)NC(CCNC(=O)C=1C(=NN(C1)C1=CC=CC=C1)C(F)(F)F)=O)=O (trans-[4-(4-{3-[(1-phenyl-3-trifluoromethyl-1H-pyrazole-4-carbonyl)amino]propionylamino}phenyl)cyclohexyl]acetic acid methyl ester). Yield: 91.6%. RXN SMILES: [CH3:1][O:2][C:3](=[O:18])[CH2:4][C@H:5]1[CH2:10][CH2:9][C@H:8]([C:11]2[CH:16]=[CH:15][C:14]([NH2:17])=[CH:13][CH:12]=2)[CH2:7][CH2:6]1.CCN=C=NCCCN(C)C.[C:30]1([N:36]2[CH:40]=[C:39]([C:41]([NH:43][CH2:44][CH2:45][C:46](O)=[O:47])=[O:42])[C:38]([C:49]([F:52])([F:51])[F:50])=[N:37]2)[CH:35]=[CH:34][CH:33]=[CH:32][CH:31]=1.C1C=CC2N(O)N=NC=2C=1.C(N(C(C)C)C(C)C)C>ClCCl.C([O-])(O)=O.[Na+]>[CH3:1][O:2][C:3](=[O:18])[CH2:4][C@H:5]1[CH2:6][CH2:7][C@H:8]([C:11]2[CH:12]=[CH:13][C:14]([NH:17][C:46](=[O:47])[CH2:45][CH2:44][NH:43][C:41]([C:39]3[C:38]([C:49]([F:52])([F:50])[F:51])=[N:37][N:36]([C:30]4[CH:35]=[CH:34][CH:33]=[CH:32][CH:31]=4)[CH:40]=3)=[O:42])=[CH:15][CH:16]=2)[CH2:9][CH2:10]1 |f:6.7|. Reported procedure: A mixture of trans-[4-(4-aminophenyl)cyclohexyl]acetic acid methyl ester (50 mg, 0.20 mmol), EDCI (96.9 mg, 0.51 mmol), 3-[(1-phenyl-3-trifluoromethyl-1H-pyrazole-4-carbonyl)amino]propionic acid (79.4 mg, 0.24 mmol), HOBt (41 mg, 0.3 mmol) and ethyldiisopropylamine (91.7 mg, 0.71 mmol) dissolved in dichloromethane (15 mL) were stirred for 24 hours. The reaction mixture was diluted with aqueous NaHCO3 and extracted with dichloromethane. The extract was washed with brine and dried with anhydrous s... The reactants are CN(C)C=O, Cc1ccccc1[N+](=O)[O-]. Yields the product CN(C)C=Cc1ccccc1[N+](=O)[O-]. RXN SMILES: [CH3:11][N:12]([CH:13]=[O:14])[CH3:15].[CH3:1][c:2]1[cH:3][cH:4][cH:5][cH:6][c:7]1[N+:8]([O-:9])=[O:10]>>[CH:1]([c:2]1[cH:3][cH:4][cH:5][cH:6][c:7]1[N+:8]([O-:9])=[O:10])=[CH:13][N:12]([CH3:11])[CH3:15]. Starting materials: NC1=C(C(=O)OC)C=CC=C1OC (methyl 2-amino-3-methoxybenzoate), C1CC(=O)N(C1=O)Br (NBS). Run in CN(C)C=O (DMF). Run at time 17 hour. The product is NC1=C(C(=O)OC)C=C(C=C1OC)Br (methyl 2-amino-5-bromo-3-methoxybenzoate). The yield is 73.4%. RXN SMILES: [NH2:1][C:2]1[C:11]([O:12][CH3:13])=[CH:10][CH:9]=[CH:8][C:3]=1[C:4]([O:6][CH3:7])=[O:5].C1C(=O)N([Br:21])C(=O)C1>CN(C=O)C>[NH2:1][C:2]1[C:11]([O:12][CH3:13])=[CH:10][C:9]([Br:21])=[CH:8][C:3]=1[C:4]([O:6][CH3:7])=[O:5]. Procedure: To a solution of methyl 2-amino-3-methoxybenzoate (13.0 g, 71.8 mmol) in DMF (30 mL) was added NBS (14.38 g, 80.8 mmol) at room temperature and the resulting reaction mixture was stirred for 17 h. The reaction mixture was filtered through Celite, and the filtrate was concentrated under reduced pressure. The resulting residue was purified by column chromatography (silica gel, 2% to 5% EtOAc in hexanes) to afford methyl 2-amino-5-bromo-3-methoxybenzoate (13.7 g, 73%). 1H NMR consistent. Reactants: COC([C@H](CC1=CC=C(C=C1)O)NC(=O)OC(C)(C)C)=O ((S)-2-tert-butoxycarbonylamino-3-(4-hydroxy-phenyl)-propionic acid methyl ester), C(C)(C)(C)C1=CC=C(CBr)C=C1 (4-tert-butylbenzyl bromide), C(=O)([O-])[O-].[K+].[K+] (K2CO3). The product is COC([C@H](CC1=CC=C(C=C1)OCC1=CC=C(C=C1)C(C)(C)C)NC(=O)OC(C)(C)C)=O ((S)-2-Tert-butoxycarbonylamino-3-[4-(4-tert-butyl-benzyloxy)-phenyl]-propionic acid methyl ester). The yield is 46.9%. RXN SMILES: [CH3:1][O:2][C:3](=[O:21])[C@@H:4]([NH:13][C:14]([O:16][C:17]([CH3:20])([CH3:19])[CH3:18])=[O:15])[CH2:5][C:6]1[CH:11]=[CH:10][C:9]([OH:12])=[CH:8][CH:7]=1.[C:22]([C:26]1[CH:33]=[CH:32][C:29]([CH2:30]Br)=[CH:28][CH:27]=1)([CH3:25])([CH3:24])[CH3:23].C([O-])([O-])=O.[K+].[K+]>>[CH3:1][O:2][C:3](=[O:21])[C@@H:4]([NH:13][C:14]([O:16][C:17]([CH3:18])([CH3:20])[CH3:19])=[O:15])[CH2:5][C:6]1[CH:11]=[CH:10][C:9]([O:12][CH2:30][C:29]2[CH:32]=[CH:33][C:26]([C:22]([CH3:25])([CH3:24])[CH3:23])=[CH:27][CH:28]=2)=[CH:8][CH:7]=1 |f:2.3.4|. Reported procedure: (S)-2-Tert-butoxycarbonylamino-3-[4-(4-tert-butyl-benzyloxy)-phenyl]-propionic acid methyl ester (290 mg) was prepared from (S)-2-tert-butoxycarbonylamino-3-(4-hydroxy-phenyl)-propionic acid methyl ester (425 mg, 1.4 mmol) and 4-tert-butylbenzyl bromide (1.6 mmol) with K2CO3 (398 mg, 2.9 mmol) as described in Procedure H and purified over silica gel (8:2, DCM-hexanes). Starting materials: CCOC(C)=O, CCCCCC, CCCC=Cc1c(C(C)C)nc(C(C)C)c(CO)c1-c1ccc(CC)cc1. The product is CCCCCc1c(C(C)C)nc(C(C)C)c(CO)c1-c1ccc(CC)cc1. Reaction SMILES: [C:34]([O:35][CH2:36][CH3:37])(=[O:38])[CH3:39].[CH3:28][CH2:29][CH2:30][CH2:31][CH2:32][CH3:33].[CH:1]([CH3:2])([CH3:3])[c:4]1[n:5][c:6]([CH:25]([CH3:26])[CH3:27])[c:7]([CH:20]=[CH:21][CH2:22][CH2:23][CH3:24])[c:8](-[c:12]2[cH:13][cH:14][c:15]([CH2:18][CH3:19])[cH:16][cH:17]2)[c:9]1[CH2:10][OH:11]>>[CH:1]([CH3:2])([CH3:3])[c:4]1[n:5][c:6]([CH:25]([CH3:26])[CH3:27])[c:7]([CH2:20][CH2:21][CH2:22][CH2:23][CH3:24])[c:8](-[c:12]2[cH:13][cH:14][c:15]([CH2:18][CH3:19])[cH:16][cH:17]2)[c:9]1[CH2:10][OH:11]. Starting materials: C(C)N(CC)C(C(=O)OCC)CC1=CC=C(C=C1)OCCNC(C1=CC=C(C=C1)C1=CC=CC=C1)=O (Ethyl 2-(N,N-diethylamino)-3-[4-[2-(4-phenylbenzoylamino)ethoxy]phenyl]-propionate), product, [OH-].[Na+] (sodium hydroxide). Solvent: CO (methanol). Yields the product C1(=CC=C(C=C1)C(=O)NCCOC1=CC=C(C=C1)CC(C(=O)O)N(CC)CC)C1=CC=CC=C1 (3-[4-[2-(Biphenyl-4-carbonylamino)ethoxy]phenyl]-2-(N,N-diethylamino)propionic acid). RXN SMILES: [CH2:1]([N:3]([CH:6]([CH2:12][C:13]1[CH:18]=[CH:17][C:16]([O:19][CH2:20][CH2:21][NH:22][C:23](=[O:36])[C:24]2[CH:29]=[CH:28][C:27]([C:30]3[CH:35]=[CH:34][CH:33]=[CH:32][CH:31]=3)=[CH:26][CH:25]=2)=[CH:15][CH:14]=1)[C:7]([O:9]CC)=[O:8])[CH2:4][CH3:5])[CH3:2].[OH-].[Na+]>CO>[C:27]1([C:30]2[CH:31]=[CH:32][CH:33]=[CH:34][CH:35]=2)[CH:26]=[CH:25][C:24]([C:23]([NH:22][CH2:21][CH2:20][O:19][C:16]2[CH:17]=[CH:18][C:13]([CH2:12][CH:6]([N:3]([CH2:4][CH3:5])[CH2:1][CH3:2])[C:7]([OH:9])=[O:8])=[CH:14][CH:15]=2)=[O:36])=[CH:29][CH:28]=1 |f:1.2|. Reported procedure: Ethyl 2-(N,N-diethylamino)-3-[4-[2-(4-phenylbenzoylamino)ethoxy]phenyl]-propionate, which is the product of Example 189, is hydrolyzed by sodium hydroxide in methanol to give the title compound.